Task: describe an organic reaction: reactants, conditions, products, and yield. Dataset: the Open Reaction Database (ORD), a public repository of structured organic reaction records The reactants are CC(C)=O, O=C=Nc1ccc(Cl)c(Cl)c1, Nc1cccc(NC(=O)C(F)(F)C(F)(F)F)c1. The product is O=C(Nc1cccc(NC(=O)C(F)(F)C(F)(F)F)c1)Nc1ccc(Cl)c(Cl)c1. RXN SMILES: [CH3:29][C:30](=[O:31])[CH3:32].[Cl:18][c:19]1[cH:20][c:21]([N:26]=[C:27]=[O:28])[cH:22][cH:23][c:24]1[Cl:25].[NH2:1][c:2]1[cH:3][c:4]([NH:5][C:6]([C:7]([C:8]([F:9])([F:10])[F:11])([F:12])[F:13])=[O:14])[cH:15][cH:16][cH:17]1>>[NH:1]([c:2]1[cH:3][c:4]([NH:5][C:6]([C:7]([C:8]([F:9])([F:10])[F:11])([F:12])[F:13])=[O:14])[cH:15][cH:16][cH:17]1)[C:27]([NH:26][c:21]1[cH:20][c:19]([Cl:18])[c:24]([Cl:25])[cH:23][cH:22]1)=[O:28]. Reactants: O=C(O)c1coc(CCl)n1, CC1(c2cc(N)ccc2F)N=C(N)OCC1(F)F. Product: CC1(c2cc(NC(=O)c3coc(CCl)n3)ccc2F)N=C(N)OCC1(F)F. RXN SMILES: [Cl:19][CH2:20][c:21]1[o:22][cH:23][c:24]([C:26](=[O:27])[OH:28])[n:25]1.[NH2:1][c:2]1[cH:3][cH:4][c:5]([F:18])[c:6]([C:8]2([CH3:17])[N:9]=[C:10]([NH2:16])[O:11][CH2:12][C:13]2([F:14])[F:15])[cH:7]1>>[NH:1]([c:2]1[cH:3][cH:4][c:5]([F:18])[c:6]([C:8]2([CH3:17])[N:9]=[C:10]([NH2:16])[O:11][CH2:12][C:13]2([F:14])[F:15])[cH:7]1)[C:26]([c:24]1[cH:23][o:22][c:21]([CH2:20][Cl:19])[n:25]1)=[O:27]. Reactants: δ, FC1=C(C=C(C=C1)C(F)(F)F)O (2-fluoro-5-(trifluoromethyl)phenol), ClC1=CC=C(C=C1)C(CCCCN1CCC(CC1)C=1C=C(C=CC1)NC(C(C)C)=O)O (N-(3-{1-[5-(4-chlorophenyl)-5-hydroxypentyl]-4-piperidinyl}phenyl)-2-methylpropanamide), Cl (HCl). The product is ClC1=CC=C(C=C1)C(CCCCN1CCC(CC1)C=1C=C(C=CC1)NC(C(C)C)=O)OC1=C(C=CC(=C1)C(F)(F)F)F (N-[3-(1-{5-(4-CHLOROPHENYL)-5-[2-FLUORO-5-(TRIFLUOROMETHYL)PHENOXY]PENTYL}-4-PIPERIDINYL)PHENYL]-2-METHYLPROPANAMIDE). RXN SMILES: [F:1][C:2]1[CH:7]=[CH:6][C:5]([C:8]([F:11])([F:10])[F:9])=[CH:4][C:3]=1[OH:12].[Cl:13][C:14]1[CH:19]=[CH:18][C:17]([CH:20](O)[CH2:21][CH2:22][CH2:23][CH2:24][N:25]2[CH2:30][CH2:29][CH:28]([C:31]3[CH:32]=[C:33]([NH:37][C:38](=[O:42])[CH:39]([CH3:41])[CH3:40])[CH:34]=[CH:35][CH:36]=3)[CH2:27][CH2:26]2)=[CH:16][CH:15]=1.Cl>>[Cl:13][C:14]1[CH:15]=[CH:16][C:17]([CH:20]([O:12][C:3]2[CH:4]=[C:5]([C:8]([F:10])([F:11])[F:9])[CH:6]=[CH:7][C:2]=2[F:1])[CH2:21][CH2:22][CH2:23][CH2:24][N:25]2[CH2:30][CH2:29][CH:28]([C:31]3[CH:32]=[C:33]([NH:37][C:38](=[O:42])[CH:39]([CH3:40])[CH3:41])[CH:34]=[CH:35][CH:36]=3)[CH2:27][CH2:26]2)=[CH:18][CH:19]=1. Reported procedure: Prepared by Procedure A and Scheme AN using 2-fluoro-5-(trifluoromethyl)phenol and N-(3-{1-[5-(4-chlorophenyl)-5-hydroxypentyl]-4-piperidinyl}phenyl)-2-methylpropanamide: 1H NMR (400 MHz, CDCl3), HCl salt δ 7.61–6.92 (m, 11H), 5.24–5.16 (m, 1H), 3.70–3.58 (m, 2H), 3.02–2.91 (br, 2H), 2.80–2.64 (m, br, 3H), 2.64–2.50 (m, 3H), 2.18–1.94 (m, br, 6H), 1.62–1.44 (m, br, 2H) 1.25 (d, 6H, J=7.2 Hz); ESMS m/e: 605.3 (M+H)+.